This data is from the Open Reaction Database (ORD), a public repository of structured organic reaction records. The task is: describe an organic reaction: reactants, conditions, products, and yield Reactants: BrC1=CC=C(C2=CC=CC=C12)C#CC1=CC=C(C=C1)CCC (1-bromo-4-(4-n-propylphenylethynyl)naphthalene), C(CCC)C1=CC=C(C=C1)C#C (4-n-butylphenylacetylene), O (water), CCCCCCC (heptane). The reagents and catalysts are [Cu]I (copper(I) iodide), Cl[Pd]([P](C1=CC=CC=C1)(C2=CC=CC=C2)C3=CC=CC=C3)([P](C4=CC=CC=C4)(C5=CC=CC=C5)C6=CC=CC=C6)Cl (bis(triphenylphosphine)palladium(II) chloride). Run in CCN(CC)CC (NEt3). Product: C(CCC)C1=CC=C(C=C1)C#CC1=CC=C(C2=CC=CC=C12)C#CC1=CC=C(C=C1)CCC (1-(4-n-butylphenylethynyl)-4-(4-n-propylphenylethynyl)naphthalene). RXN SMILES: BrC1[C:11]2[C:6](=[CH:7][CH:8]=[CH:9][CH:10]=2)[C:5]([C:12]#[C:13][C:14]2[CH:19]=[CH:18][C:17]([CH2:20][CH2:21][CH3:22])=[CH:16][CH:15]=2)=[CH:4]C=1.[CH2:23]([C:27]1[CH:32]=[CH:31][C:30]([C:33]#[CH:34])=[CH:29][CH:28]=1)[CH2:24][CH2:25][CH3:26].O.[CH3:36][CH2:37]CCCCC>CCN(CC)CC.[Cu]I.Cl[Pd](Cl)([P](C1C=CC=CC=1)(C1C=CC=CC=1)C1C=CC=CC=1)[P](C1C=CC=CC=1)(C1C=CC=CC=1)C1C=CC=CC=1>[CH2:33]([C:30]1[CH:29]=[CH:28][C:27]([C:23]#[C:24][C:25]2[C:11]3[C:6](=[CH:7][CH:8]=[CH:9][CH:10]=3)[C:5]([C:12]#[C:13][C:14]3[CH:15]=[CH:16][C:17]([CH2:20][CH2:21][CH3:22])=[CH:18][CH:19]=3)=[CH:4][CH:26]=2)=[CH:32][CH:31]=1)[CH2:34][CH2:36][CH3:37] |^1:54,73|. Reported procedure: 2.35 g (6.3 mmol) of 1-bromo-4-(4-n-propylphenylethynyl)naphthalene and 1.33 g (8.4 mmol) of 4-n-butylphenylacetylene are initially introduced in 40 ml of NEt3, 60 mg (0.3 mmol) of copper(I) iodide and 200 mg (0.3 mmol) of bis(triphenylphosphine)palladium(II) chloride are added, and the mixture is refluxed for 18 h. The batch is cooled, water and heptane are added, and the phases are separated. The organic phase is washed with saturated ammonium chloride solution and subsequently with saturated ... Reactants: [H-].[Na+] (sodium hydride), N(=[N+]=[N-])C[C@@H]1[C@H]([C@@H](C=CO1)O)O (6-azido-6-deoxy-D-glucal), CN(C=O)C (dimethylformamide), CN(C=O)C (dimethylformamide), C(C1=CC=CC=C1)Cl (benzyl chloride). Run in C(C)O (ethanol). Run at temperature 0 celsius, time 4 hour. Yields the product N(=[N+]=[N-])C[C@@H]1[C@H]([C@@H](C=CO1)OCC1=CC=CC=C1)OCC1=CC=CC=C1 (6-azido-6-deoxy-3,4-di-O-benzyl-D-glucal). As a reaction SMILES: [H-].[Na+].CN(C)C=O.[CH2:8](Cl)[C:9]1[CH:14]=[CH:13][CH:12]=[CH:11][CH:10]=1.[N:16]([CH2:19][C@H:20]1[O:25][CH:24]=[CH:23][C@@H:22]([OH:26])[C@@H:21]1[OH:27])=[N+:17]=[N-:18]>C(O)C>[N:16]([CH2:19][C@H:20]1[O:25][CH:24]=[CH:23][C@@H:22]([O:26][CH2:8][C:9]2[CH:14]=[CH:13][CH:12]=[CH:11][CH:10]=2)[C@@H:21]1[O:27][CH2:8][C:9]1[CH:14]=[CH:13][CH:12]=[CH:11][CH:10]=1)=[N+:17]=[N-:18] |f:0.1|. Procedure: Suspend 5.16 gm. of sodium hydride in 50 ml. of ahydrous dimethylformamide. Maintain the temperature at 0°C. and add 12.4 ml. of benzyl chloride, then 4.65 gm. of 6-azido-6-deoxy-D-glucal in 17 ml. of dimethylformamide. Stir for 4 hours and then add 15 ml. of ethanol, after a further 10 minutes, pour the reaction mixture on ice and then extract wth chloroform. Wash the extracts with water, then dry over MgSO4 and then reduce in vacuo. Chromatograph the residue on silica gel using 25% ethyl aceta...